From a dataset of the Open Reaction Database (ORD), a public repository of structured organic reaction records. describe an organic reaction: reactants, conditions, products, and yield Conditions: temperature -10 celsius, time 10 minute. Procedure: A solution of 7-bromo-1-benzothiophene (19.9 g, 0.094 mol) in absolute ether (200 ml) was treated with a 1.6 M solution of n-butyllithium in hexane (0.14 mol, 88 ml) at −78° C. The solution was stiffed at −78° C. for 10 minutes then treated with trimethyl borate (15 ml, 0.14 mol). The mixture was allowed to warm to −10° C. then quenched with an excess of dilute hydrochloric acid. The organic layer was separated, dried, evaporated, and the residue was recrystallised from aqueous ethanol to yield ... The product is S1C=CC2=C1C(=CC=C2)B(O)O (1-Benzothien-7-ylboronic acid). Isolated yield 59.8%. Run in CCOCC (ether). Reaction SMILES: Br[C:2]1[C:10]2[S:9][CH:8]=[CH:7][C:6]=2[CH:5]=[CH:4][CH:3]=1.C([Li])CCC.CCCCCC.[B:22](OC)([O:25]C)[O:23]C>CCOCC>[S:9]1[C:10]2[C:2]([B:22]([OH:25])[OH:23])=[CH:3][CH:4]=[CH:5][C:6]=2[CH:7]=[CH:8]1. Starting materials: B(OC)(OC)OC (trimethyl borate), BrC1=CC=CC=2C=CSC21 (7-bromo-1-benzothiophene), solution, C(CCC)[Li] (n-butyllithium), CCCCCC (hexane). The reactants are ClC1=CC=C(OCC2=CC=C(OC(C(=O)OC)C)C=C2)C=C1 (methyl 2-[4-(4-chlorophenoxy-methyl)-phenoxy]-propionate), C(C)SCCO (2-ethylmercapto-ethanol). Reagents/catalysts: [Na] (sodium). Run at temperature 100 celsius. Yields the product ClC1=CC=C(OCC2=CC=C(OC(C(=O)OCCSCC)C)C=C2)C=C1 (Ethylmercaptoethyl 2-[4-(4-chlorophenoxy-methyl)-phenoxy]-propionate). Yield: 76.1%. Reaction SMILES: [Cl:1][C:2]1[CH:22]=[CH:21][C:5]([O:6][CH2:7][C:8]2[CH:20]=[CH:19][C:11]([O:12][CH:13]([CH3:18])[C:14]([O:16][CH3:17])=[O:15])=[CH:10][CH:9]=2)=[CH:4][CH:3]=1.[CH2:23]([S:25][CH2:26]CO)[CH3:24]>[Na]>[Cl:1][C:2]1[CH:3]=[CH:4][C:5]([O:6][CH2:7][C:8]2[CH:20]=[CH:19][C:11]([O:12][CH:13]([CH3:18])[C:14]([O:16][CH2:17][CH2:26][S:25][CH2:23][CH3:24])=[O:15])=[CH:10][CH:9]=2)=[CH:21][CH:22]=1 |^1:28|. Procedure: A mixture consisting of 6.4 gm of methyl 2-[4-(4-chlorophenoxy-methyl)-phenoxy]-propionate and 2.12 gm of 2-ethylmercapto-ethanol was heated to 100° C. on an oil bath, 0.02 gm of sodium was added to the hot mixture, and it was then heated at 150° C. for five hours, the pressure being periodically reduced to 150 mm Hg. Thereafter, the reaction product was isolated as an oil, yielding 6.0 gm (76% of theory) of the ester named in the heading.